Dataset: the Open Reaction Database (ORD), a public repository of structured organic reaction records. Task: describe an organic reaction: reactants, conditions, products, and yield The reactants are CN(S(=O)(=O)N1N=C(C=C1)C(C1=CC(=CC=C1)Cl)=O)C (3-(3-chloro-benzoyl)-1H-pyrazole-1-sulfonic acid dimethylamide), CC(C)(C)S(=O)N (2-methyl-2-propanesulfinamide). Reagents/catalysts: CC([O-])C.[Ti+4].CC([O-])C.CC([O-])C.CC([O-])C (Titanium(IV)isopropoxide). The solvent is C1(=CC=CC=C1)C (toluene), [Cl-].[Na+].O (brine). Reaction conditions: temperature 110 celsius, time 24 hour. Yields the product CN(S(=O)(=O)N1N=C(C=C1)C(=NS(=O)C(C)(C)C)C1=CC(=CC=C1)Cl)C (3-[(3-chloro-phenyl)-(2-methyl-propane-2-sulfinylimino)-methyl]-pyrazole-1-sulfonic acid dimethylamide). The yield is 97.3%. RXN SMILES: [CH3:1][N:2]([CH3:20])[S:3]([N:6]1[CH:10]=[CH:9][C:8]([C:11](=O)[C:12]2[CH:17]=[CH:16][CH:15]=[C:14]([Cl:18])[CH:13]=2)=[N:7]1)(=[O:5])=[O:4].[CH3:21][C:22]([S:25]([NH2:27])=[O:26])([CH3:24])[CH3:23]>C1(C)C=CC=CC=1.[Cl-].[Na+].O.CC(C)[O-].[Ti+4].CC(C)[O-].CC(C)[O-].CC(C)[O-]>[CH3:1][N:2]([CH3:20])[S:3]([N:6]1[CH:10]=[CH:9][C:8]([C:11]([C:12]2[CH:17]=[CH:16][CH:15]=[C:14]([Cl:18])[CH:13]=2)=[N:27][S:25]([C:22]([CH3:24])([CH3:23])[CH3:21])=[O:26])=[N:7]1)(=[O:5])=[O:4] |f:3.4.5,6.7.8.9.10|. Procedure: Titanium(IV)isopropoxide (3.22 mL, 10.71 mmol) was added to a mixture of 3-(3-chloro-benzoyl)-1H-pyrazole-1-sulfonic acid dimethylamide (1.68 g, 5.35 mmol) and 2-methyl-2-propanesulfinamide (0.71 g, 5.89 mmol) in toluene (32 mL) under nitrogen. The mixture was stirred at 110° C. for 24 hours. The mixture was cooled and poured into brine while rapidly stirring. The mixture was filtered through diatomaceous earth and the filter cake was washed with AcOEt. The filtrate was transferred to a separati... Reactants: ClCCOCCCl (bis(2-chloroethyl) ether), [Cl-].[K+] (potassium chloride), [OH-].[K+] (potassium hydroxide), [OH-].[K+] (KOH), C(COCCOCCOCCO)O (tetraethylene glycol). Solvent: O1CCCC1 (tetrahydrofuran), ClCCl (dichloromethane), O1CCCC1 (tetrahydrofuran). Reaction conditions: time 18 hour. Product: C1COCCOCCOCCOCCOCCO1 (18 -crown-6). Isolated yield 119.9%. Reaction SMILES: [OH-].[K+].[CH2:3]([OH:15])[CH2:4][O:5][CH2:6][CH2:7][O:8][CH2:9][CH2:10][O:11][CH2:12][CH2:13][OH:14].Cl[CH2:17][CH2:18][O:19][CH2:20][CH2:21]Cl.[Cl-].[K+]>O1CCCC1.ClCCl>[CH2:9]1[O:8][CH2:7][CH2:6][O:5][CH2:4][CH2:3][O:15][CH2:21][CH2:20][O:19][CH2:18][CH2:17][O:14][CH2:13][CH2:12][O:11][CH2:10]1 |f:0.1,4.5|. Procedure details: A 3 l three-necked round-bottomed flask, fitted with a mechanical stirrer, a reflux condenser and a 250-ml dropping funnel was charged with potassium hydroxide pellets (416 g. containing 6.3 mol KOH), tetraethylene glycol (1.25 mol) and tetrahydrofuran (1000 ml). The reaction vessel was placed in a heating mantle and gently heated. After 15 minutes a solution of bis(2-chloroethyl) ether (3.125 mol) in tetrahydrofuran (150 ml) was added in one stream from the dropping funnel to the vigorously sti... Starting materials: [BH4-], CO, Cl, [Li+], CC(=Nn1c(=O)c(C2=NS(=O)(=O)c3ccccc3N2)c(O)c2ccccc21)c1ccccc1, C1CCOC1, O. Product: CC(Nn1c(=O)c(C2=NS(=O)(=O)c3ccccc3N2)c(O)c2ccccc21)c1ccccc1. As a reaction SMILES: [BH4-:36].[CH3:34][OH:35].[ClH:38].[Li+:37].[O:1]=[S:2]1(=[O:33])[N:3]=[C:4]([c:12]2[c:13](=[O:32])[n:14]([N:23]=[C:24]([CH3:25])[c:26]3[cH:27][cH:28][cH:29][cH:30][cH:31]3)[c:15]3[cH:16][cH:17][cH:18][cH:19][c:20]3[c:21]2[OH:22])[NH:5][c:6]2[c:7]1[cH:8][cH:9][cH:10][cH:11]2.[O:39]1[CH2:40][CH2:41][CH2:42][CH2:43]1.[OH2:44]>>[O:1]=[S:2]1(=[O:33])[N:3]=[C:4]([c:12]2[c:13](=[O:32])[n:14]([NH:23][CH:24]([CH3:25])[c:26]3[cH:27][cH:28][cH:29][cH:30][cH:31]3)[c:15]3[cH:16][cH:17][cH:18][cH:19][c:20]3[c:21]2[OH:22])[NH:5][c:6]2[c:7]1[cH:8][cH:9][cH:10][cH:11]2. The reactants are COC(C(C(=O)OC(C)(C)C)C(C=1C=NC=CC1)N1C=CC2=CC=CC(=C12)OC)=O (2-[(7-Methoxy-indol-1-yl)-pyridin-3-yl-methyl]-malonic acid tert-butyl ester methyl ester), C1(=CC=C(C=C1)S(=O)(=O)O)C (p-toluenesulfonic acid). The solvent is C1(=CC=CC=C1)C (toluene). Conditions: time 4 hour. Product: COC=1C=CC=C2C=CN(C12)C(CCO)C=1C=NC=CC1 (3-(7-methoxy-indol-1-yl)-3-pyridin-3-yl-propan-1-ol). Reaction SMILES: C[O:2][C:3](=O)[CH:4]([CH:12]([N:19]1[C:27]2[C:22](=[CH:23][CH:24]=[CH:25][C:26]=2[O:28][CH3:29])[CH:21]=[CH:20]1)[C:13]1[CH:14]=[N:15][CH:16]=[CH:17][CH:18]=1)C(OC(C)(C)C)=O.C1(C)C=CC(S(O)(=O)=O)=CC=1>C1(C)C=CC=CC=1>[CH3:29][O:28][C:26]1[CH:25]=[CH:24][CH:23]=[C:22]2[C:27]=1[N:19]([CH:12]([C:13]1[CH:14]=[N:15][CH:16]=[CH:17][CH:18]=1)[CH2:4][CH2:3][OH:2])[CH:20]=[CH:21]2. Procedure: 2-[(7-Methoxy-indol-1-yl)-pyridin-3-yl-methyl]-malonic acid tert-butyl ester methyl ester (0.200 g) was dissolved in toluene (50 ml) and treated with p-toluenesulfonic acid (0.102 g). The mixture was brought to reflux temperature and stirred for 4 hours. The reaction mixture was partitioned between ethyl acetate and aqueous bicarbonate solution, the organic layer was dried over magnesium sulfate, filtered and evaporated to dryness to afford 3-(7-methoxy-indol-1-yl)-3-pyridin-3-yl-propan-1-ol as ... Reactants: C(O)([O-])=O.[Na+] (sodium hydrogen carbonate), COC=1C=C2C(=CC=NC2=CC1OC)OC1=CC=C(C=C1)N (6,7-Dimethoxy-4-(4-aminophenoxy)quinoline), C(C)(C)(C)C1=CC=C(C=C1)CN ((4-tert-Butylphenyl)methylamine), ClC(Cl)(OC(OC(Cl)(Cl)Cl)=O)Cl (triphosgene). Run in C1(=CC=CC=C1)C (toluene), C(C)N(CC)CC (triethylamine). Product: C(C)(C)(C)C1=CC=C(C=C1)CNC(=O)NC1=CC=C(C=C1)OC1=CC=NC2=CC(=C(C=C12)OC)OC (N-[(4-tert-Butylphenyl)methyl]-N'-{4-[(6,7-dimethoxy-4-quinolyl)oxy]phenyl}urea). Isolated yield 28.0%. Reaction SMILES: [CH3:1][O:2][C:3]1[CH:4]=[C:5]2[C:10](=[CH:11][C:12]=1[O:13][CH3:14])[N:9]=[CH:8][CH:7]=[C:6]2[O:15][C:16]1[CH:21]=[CH:20][C:19]([NH2:22])=[CH:18][CH:17]=1.ClC(Cl)(O[C:27](=[O:33])OC(Cl)(Cl)Cl)Cl.[C:35]([C:39]1[CH:44]=[CH:43][C:42]([CH2:45][NH2:46])=[CH:41][CH:40]=1)([CH3:38])([CH3:37])[CH3:36].C(=O)([O-])O.[Na+]>C1(C)C=CC=CC=1.C(N(CC)CC)C>[C:35]([C:39]1[CH:40]=[CH:41][C:42]([CH2:45][NH:46][C:27]([NH:22][C:19]2[CH:18]=[CH:17][C:16]([O:15][C:6]3[C:5]4[C:10](=[CH:11][C:12]([O:13][CH3:14])=[C:3]([O:2][CH3:1])[CH:4]=4)[N:9]=[CH:8][CH:7]=3)=[CH:21][CH:20]=2)=[O:33])=[CH:43][CH:44]=1)([CH3:38])([CH3:36])[CH3:37] |f:3.4|. Reported procedure: 6,7-Dimethoxy-4-(4-aminophenoxy)quinoline (50 mg) was dissolved in toluene (5 ml) with heat, after the addition of triethylamine (1 ml), triphosgene (55 mg) was added, and the admixture was refluxed with heat for 2 minutes. (4-tert-Butylphenyl)methylamine (0.05 ml) was added to the reaction mixture, and the admixture was refluxed with heat for 12 minutes. After the addition of aqueous sodium hydrogen carbonate, the reaction mixture was extracted 2 times with ethyl acetate, and the organic layer ... Starting materials: CC(C)(C)OC(=O)CBr, COC(=O)C(O)CCNC(=O)c1ccc(Cl)cc1, Cl, [H-], [Na+], C1CCOC1. The product is COC(=O)C(CCNC(=O)c1ccc(Cl)cc1)OCC(=O)OC(C)(C)C. RXN SMILES: [Br:21][CH2:22][C:23](=[O:24])[O:25][C:26]([CH3:27])([CH3:28])[CH3:29].[CH3:1][O:2][C:3]([CH:4]([CH2:5][CH2:6][NH:7][C:8](=[O:9])[c:10]1[cH:11][cH:12][c:13]([Cl:16])[cH:14][cH:15]1)[OH:17])=[O:18].[ClH:30].[H-:19].[Na+:20].[O:31]1[CH2:32][CH2:33][CH2:34][CH2:35]1>>[CH3:1][O:2][C:3]([CH:4]([CH2:5][CH2:6][NH:7][C:8](=[O:9])[c:10]1[cH:11][cH:12][c:13]([Cl:16])[cH:14][cH:15]1)[O:17][CH2:22][C:23](=[O:24])[O:25][C:26]([CH3:27])([CH3:28])[CH3:29])=[O:18]. Reactants: C(C)(C)(C)OC(=O)N1CCN(CC1)C1=NC=C(C=N1)NC(C(=O)OC)=O (tert-Butyl-4-(5-{[methoxy(oxo)acetyl]amino}pyrimidin-2-yl)piperazine 1-carboxylate), C(C)(C)(C)OC(=O)N1CCN(CC1)C1=NC=C(C=N1)NC(C(=O)OC)=O (tert-Butyl-4-(5-{[methoxy(oxo)acetyl]amino}pyrimidin-2-yl)piperazine 1-carboxylate), solution, Cl (HCl). Solvent: O1CCOCC1 (dioxane). Product: Cl.COC(C(=O)NC=1C=NC(=NC1)N1CCNCC1)=O (N-(5-{[methoxy(oxo)acetyl]amino}pyrimidin-2-yl)piperazine hydrochloride). RXN SMILES: C(OC([N:8]1[CH2:13][CH2:12][N:11]([C:14]2[N:19]=[CH:18][C:17]([NH:20][C:21](=[O:26])[C:22]([O:24][CH3:25])=[O:23])=[CH:16][N:15]=2)[CH2:10][CH2:9]1)=O)(C)(C)C.[ClH:27]>O1CCOCC1>[ClH:27].[CH3:25][O:24][C:22](=[O:23])[C:21]([NH:20][C:17]1[CH:16]=[N:15][C:14]([N:11]2[CH2:10][CH2:9][NH:8][CH2:13][CH2:12]2)=[N:19][CH:18]=1)=[O:26] |f:3.4|. Procedure details: A solution of tert-Butyl-4-(5-{[methoxy(oxo)acetyl]amino}pyrimidin-2-yl)piperazine 1-carboxylate (Intermediate 53; 4.14 g, 11.33 mmol) in a 4M solution of HCl in dioxane (40 mL) was stirred for 16 h. The precipitate was collected by filtration and washed with ether to give N-(5-{[methoxy(oxo)acetyl]amino}pyrimidin-2-yl)piperazine hydrochloride as a solid. Pyridine (9.16 mL, 113.30 mmol), followed by acetyl chloride (0.97 mL, 13.60 mmol) were added to an ice-cooled suspension of this solid (3.4 g... Starting materials: C(C)NC1=CC(=C(C=C1[N+](=O)[O-])C(F)(F)F)Cl (N-ethyl-3-chloro-6-nitro-4-trifluoromethylaniline), C[O-].[Na+] (sodium methoxide), CONC1=CC=CC=C1 (methoxyaniline). Run in CO (methanol). Run at temperature 119 celsius. The product is C(C)NC1=CC(=C(C=C1[N+](=O)[O-])C(F)(F)F)OC (N-Ethyl-3-methoxy-6-nitro-4-trifluoromethylaniline). Reaction SMILES: [CH2:1]([NH:3][C:4]1[C:9]([N+:10]([O-:12])=[O:11])=[CH:8][C:7]([C:13]([F:16])([F:15])[F:14])=[C:6](Cl)[CH:5]=1)[CH3:2].C[O-].[Na+].[CH3:21][O:22]NC1C=CC=CC=1>CO>[CH2:1]([NH:3][C:4]1[C:9]([N+:10]([O-:12])=[O:11])=[CH:8][C:7]([C:13]([F:16])([F:15])[F:14])=[C:6]([O:22][CH3:21])[CH:5]=1)[CH3:2] |f:1.2|. Procedure: A solution of 14.0g. (0.052 mole) of N-ethyl-3-chloro-6-nitro-4-trifluoromethylaniline and 16.98g. (0.057 mole) of 18.23% methanolic sodium methoxide in 25 ml. of anhydrous methanol was sealed in a glass tube and heated at 119°C. for 88 hours. Removal of the solvent by distillation left a yellow solid residue which was triturated with hot chloroform. Filtration and evaporation of chloroform from the filtrate gave a crude solid residue. Crystallization of the residue from ethanol gave 12.4g. of y...